Dataset: the Open Reaction Database (ORD), a public repository of structured organic reaction records. Task: describe an organic reaction: reactants, conditions, products, and yield The reactants are Cc1nc2c([N+](=O)[O-])cc(N3CCOCC3)cc2n1Cc1cccc2ccccc12, CCO, [Fe], O. Product: Cc1nc2c(N)cc(N3CCOCC3)cc2n1Cc1cccc2ccccc12. Reaction SMILES: [CH3:1][c:2]1[n:3]([CH2:20][c:21]2[cH:22][cH:23][cH:24][c:25]3[cH:26][cH:27][cH:28][cH:29][c:30]23)[c:4]2[c:5]([n:6]1)[c:7]([N+:17]([O-:18])=[O:19])[cH:8][c:9]([N:11]1[CH2:12][CH2:13][O:14][CH2:15][CH2:16]1)[cH:10]2.[CH3:31][CH2:32][OH:33].[Fe:35].[OH2:34]>>[CH3:1][c:2]1[n:3]([CH2:20][c:21]2[cH:22][cH:23][cH:24][c:25]3[cH:26][cH:27][cH:28][cH:29][c:30]23)[c:4]2[c:5]([n:6]1)[c:7]([NH2:17])[cH:8][c:9]([N:11]1[CH2:12][CH2:13][O:14][CH2:15][CH2:16]1)[cH:10]2. Starting materials: CCC(C)Oc1ccc(O)cc1, N#CCCl, [H-], [Na+], CN(C)C=O, O. Yields the product CCC(C)Oc1ccc(OCC#N)cc1. RXN SMILES: [CH3:3][CH:4]([CH2:5][CH3:6])[O:7][c:8]1[cH:9][cH:10][c:11]([OH:14])[cH:12][cH:13]1.[Cl:15][CH2:16][C:17]#[N:18].[H-:1].[Na+:2].[O:20]=[CH:21][N:22]([CH3:23])[CH3:24].[OH2:19]>>[CH3:3][CH:4]([CH2:5][CH3:6])[O:7][c:8]1[cH:9][cH:10][c:11]([O:14][CH2:16][C:17]#[N:18])[cH:12][cH:13]1. Starting materials: FC(C1=C(C#N)C=CC(=C1)C=C)(F)F (2-(trifluoromethyl)-4-vinylbenzonitrile), C([O-])(O)=O.[Na+] (sodium bicarbonate), Cl.NO (hydroxylamine hydrochloride). Solvent: C(C)(=O)OCC (ethyl acetate), CC(C)O (2-propanol). Conditions: temperature 85 celsius. Yields the product ON=C(C1=C(C=C(C=C1)C=C)C(F)(F)F)N (N′-hydroxy-2-(trifluoromethyl)-4-vinylbenzimidamide). The yield is 87.6%. RXN SMILES: [F:1][C:2]([F:14])([F:13])[C:3]1[CH:10]=[C:9]([CH:11]=[CH2:12])[CH:8]=[CH:7][C:4]=1[C:5]#[N:6].C(=O)(O)[O-].[Na+].Cl.[NH2:21][OH:22]>CC(O)C.C(OCC)(=O)C>[OH:22][N:21]=[C:5]([NH2:6])[C:4]1[CH:7]=[CH:8][C:9]([CH:11]=[CH2:12])=[CH:10][C:3]=1[C:2]([F:14])([F:13])[F:1] |f:1.2,3.4|. Reported procedure: To a mixture of 2-(trifluoromethyl)-4-vinylbenzonitrile (450 mg, 2.282 mmol) and sodium bicarbonate (767 mg, 9.13 mmol) in 2-propanol (10 mL) was added hydroxylamine hydrochloride (317 mg, 4.56 mmol). The reaction mixture was heated at 85° C. overnight. The reaction mixture was diluted with ethyl acetate and washed with H2O. The organic layer was dried with MgSO4, filtered, and concentrated to give 460 mg of N′-hydroxy-2-(trifluoromethyl)-4-vinylbenzimidamide. MS (m+1)=231. HPLC Peak RT=0.78 min...